This data is from the Open Reaction Database (ORD), a public repository of structured organic reaction records. The task is: describe an organic reaction: reactants, conditions, products, and yield Reactants: C(=O)(OC)C1=C(C=CC=C1)C1=CC=C(C=C1)CN1C(=NC(=C1COCOCCOC)Cl)CCCC (1-[(2'-carbomethoxybiphenyl-4-yl)methyl]-2-butyl-4-chloro-5-(2-methoxyethoxymethoxymethyl)imidazole), C[S-].[K+] (potassium methanethiolate). Run in CN(C=O)C (dimethylformamide). The product is C(=O)(O)C1=C(C=CC=C1)C1=CC=C(C=C1)CN1C(=NC(=C1COCOCCOC)Cl)CCCC (1-[(2'-carboxybiphenyl-4-yl)methyl]-2-butyl-4-chloro-5-(2-methoxyethoxymethoxymethyl)imidazole). The yield is 80.0%. As a reaction SMILES: [C:1]([C:5]1[CH:10]=[CH:9][CH:8]=[CH:7][C:6]=1[C:11]1[CH:16]=[CH:15][C:14]([CH2:17][N:18]2[C:22]([CH2:23][O:24][CH2:25][O:26][CH2:27][CH2:28][O:29][CH3:30])=[C:21]([Cl:31])[N:20]=[C:19]2[CH2:32][CH2:33][CH2:34][CH3:35])=[CH:13][CH:12]=1)([O:3]C)=[O:2].C[S-].[K+]>CN(C)C=O>[C:1]([C:5]1[CH:10]=[CH:9][CH:8]=[CH:7][C:6]=1[C:11]1[CH:16]=[CH:15][C:14]([CH2:17][N:18]2[C:22]([CH2:23][O:24][CH2:25][O:26][CH2:27][CH2:28][O:29][CH3:30])=[C:21]([Cl:31])[N:20]=[C:19]2[CH2:32][CH2:33][CH2:34][CH3:35])=[CH:13][CH:12]=1)([OH:3])=[O:2] |f:1.2|. Procedure details: A solution of 3.15 g of 1-[(2'-carbomethoxybiphenyl-4-yl)methyl]-2-butyl-4-chloro-5-(2-methoxyethoxymethoxymethyl)imidazole and 2.77 g of potassium methanethiolate in 125 mL of dimethylformamide was stirred at 125° for 4 hours. After cooling the solvent was removed in vacuo, and the residue was dissolved in water. The resulting aqueous solution was washed with diethyl ether, adjusted to pH 3 employing 10% hydrochloric acid, and extracted with methylene chloride. The combined organic layers were ... Starting materials: NC1=C(C=CC(=C1)N(C)C)C=C(C(=O)OCC)C (ethyl 3-(2-amino-4-dimethylaminophenyl)-2-methyl-2-propenate), 1-N, Cl (hydrochloric acid), [OH-].[Na+] (sodium hydroxide). Run in O1CCCC1 (tetrahydrofuran). Product: NC1=C(C=CC(=C1)N(C)C)C=C(C(=O)O)C (3-(2-amino-4-dimethylaminophenyl)-2-methyl-2-propenoic acid). RXN SMILES: [NH2:1][C:2]1[CH:7]=[C:6]([N:8]([CH3:10])[CH3:9])[CH:5]=[CH:4][C:3]=1[CH:11]=[C:12]([CH3:18])[C:13]([O:15]CC)=[O:14].[OH-].[Na+].Cl>O1CCCC1>[NH2:1][C:2]1[CH:7]=[C:6]([N:8]([CH3:10])[CH3:9])[CH:5]=[CH:4][C:3]=1[CH:11]=[C:12]([CH3:18])[C:13]([OH:15])=[O:14] |f:1.2|. Procedure details: ethyl 3-(2-amino-4-dimethylaminophenyl)-2-methyl-2-propenate was dissolved in tetrahydrofuran (THF); and, with 10 ml of a 1-N aqueous sodium hydroxide solution being added thereto, the mixture was reacted for 4 hours at 40° C. After the completion of the reaction was verified by TLC, the mixture was cooled with 1-N hydrochloric acid being added thereto, and the precipitated crystal was filtered out, whereby the aimed compound was obtained. Reactants: COC1=C(CNC2=C(C=C(C#N)C=C2)NC2=NC=C(C(=N2)N[C@@H]2CCOC3=CC=C(C=C23)F)N)C=CC(=C1)OC ((R)-4-(2,4-dimethoxybenzylamino)-3-(5-amino-4-(6-fluorochroman-4-ylamino)pyrimidin-2-ylamino)benzonitrile), O.C1(=CC=C(C=C1)S(=O)(=O)O)C (para-toluene sulfonic acid monohydrate), C(OC)(OC)OC (trimethyl orthoformate). Solvent: CO (MeOH). Reaction conditions: time 5 minute. Product: FC=1C=C2[C@@H](CCOC2=CC1)N1C2=NC(=NC=C2N=C1)N1C=NC2=C1C=C(C=C2)C#N (3-(9-((R)-6-fluorochroman-4-yl)-9H-purin-2-yl)-3H-benzo[d]imidazole-5-carbonitrile). Reaction SMILES: COC1C=C(OC)C=CC=1[CH2:5][NH:6][C:7]1[CH:14]=[CH:13][C:10]([C:11]#[N:12])=[CH:9][C:8]=1[NH:15][C:16]1[N:21]=[C:20]([NH:22][C@H:23]2[C:32]3[C:27](=[CH:28][CH:29]=[C:30]([F:33])[CH:31]=3)[O:26][CH2:25][CH2:24]2)[C:19]([NH2:34])=[CH:18][N:17]=1.O.[C:42]1(C)C=CC(S(O)(=O)=O)=CC=1.C(OC)(OC)OC>CO>[F:33][C:30]1[CH:31]=[C:32]2[C:27](=[CH:28][CH:29]=1)[O:26][CH2:25][CH2:24][C@H:23]2[N:22]1[CH:42]=[N:34][C:19]2[C:20]1=[N:21][C:16]([N:15]1[C:8]3[CH:9]=[C:10]([C:11]#[N:12])[CH:13]=[CH:14][C:7]=3[N:6]=[CH:5]1)=[N:17][CH:18]=2 |f:1.2|. Procedure: To a microwave vial was added the above amine, a catalytic amount of para-toluene sulfonic acid monohydrate, trimethyl orthoformate (0.5 mL) and MeOH (1 mL). The vial was capped and heated in an Emrys™ Optimizer microwave at 150.degree C. for 5 minutes. The mixture was concentrated in vacuo, and purified by RP HPLC to yield 4.6 mg of the titled product as the TFA salt, NMR CDCl3 1H δ 9.5 (br s, 1H), 9.3 (s, 1H), 9.0 (s, 1H), 8.2 (br s, 1H), 8.0 (d, 1H), 7.7 (d, 1H), 7.1-7.0 (m, 2H), 6.6 (dd, 1H)... Starting materials: ( 37 ), FC1=C(C=CC=C1S(=O)(=O)C(F)(F)F)C1CCNCC1 (4-{2-fluoro-3-[(trifluoromethyl)sulfonyl]phenyl}-piperidine), ( 15 ), C([O-])([O-])=O.[K+].[K+] (potassium carbonate), BrCCOC (1-bromo-2-methoxyethane), ( 14 ). The solvent is C(C)#N (acetonitrile). Product: FC1=C(C=CC=C1S(=O)(=O)C(F)(F)F)C1CCN(CC1)CCOC (4-{2-FLUORO-3-[(TRIFLUOROMETHYL)SULFONYL]PHENYL}-1-(2-METHOXYETHYL)-PIPERIDINE). As a reaction SMILES: [F:1][C:2]1[C:7]([S:8]([C:11]([F:14])([F:13])[F:12])(=[O:10])=[O:9])=[CH:6][CH:5]=[CH:4][C:3]=1[CH:15]1[CH2:20][CH2:19][NH:18][CH2:17][CH2:16]1.C(=O)([O-])[O-].[K+].[K+].Br[CH2:28][CH2:29][O:30][CH3:31]>C(#N)C>[F:1][C:2]1[C:7]([S:8]([C:11]([F:14])([F:13])[F:12])(=[O:9])=[O:10])=[CH:6][CH:5]=[CH:4][C:3]=1[CH:15]1[CH2:20][CH2:19][N:18]([CH2:28][CH2:29][O:30][CH3:31])[CH2:17][CH2:16]1 |f:1.2.3|. Procedure details: Preparation according to Example 1: 4-{2-fluoro-3-[(trifluoromethyl)sulfonyl]phenyl}-piperidine (0.01 g), acetonitrile (2 ml), potassium carbonate (0.01 g) and 1-bromo-2-methoxyethane (0.01 g). MS m/z (rel. intensity, 70 eV) 369 (M+, 1), 325 (15), 324 (bp), 191 (37), 133 (14). The reactants are N1(CCCCC1)C(=O)C1CCNCC1 (piperidin-1-yl(piperidin-4-yl)methanone), FC1=CC=C(CN2C(=CC3=CC=CC=C23)C(=O)O)C=C1 (1-(4-fluorobenzyl)-1H-indole-2-carboxylic acid), C=1C=CC2=C(C1)N=NN2O (HOBT), CCN(C(C)C)C(C)C (Hunig's Base), C(CCl)Cl (EDC). The solvent is CN(C)C=O (DMF), C(C)OCC.C(C)(=O)OCC (diethylether ethyl acetate). Run at time 24 hour. Product: FC1=CC=C(CN2C(=CC3=CC=CC=C23)C(=O)N2CCC(CC2)C(=O)N2CCCCC2)C=C1 ((1-(4-fluorobenzyl)-1H-indol-2-yl)(4-(piperidine-1-carbonyl)piperidin-1-yl)methanone). The yield is 34.8%. As a reaction SMILES: [F:1][C:2]1[CH:20]=[CH:19][C:5]([CH2:6][N:7]2[C:15]3[C:10](=[CH:11][CH:12]=[CH:13][CH:14]=3)[CH:9]=[C:8]2[C:16](O)=[O:17])=[CH:4][CH:3]=1.CCN(C(C)C)C(C)C.C(Cl)CCl.C1C=CC2N(O)N=NC=2C=1.[N:44]1([C:50]([CH:52]2[CH2:57][CH2:56][NH:55][CH2:54][CH2:53]2)=[O:51])[CH2:49][CH2:48][CH2:47][CH2:46][CH2:45]1>C(OCC)C.C(OCC)(=O)C.CN(C=O)C>[F:1][C:2]1[CH:3]=[CH:4][C:5]([CH2:6][N:7]2[C:15]3[C:10](=[CH:11][CH:12]=[CH:13][CH:14]=3)[CH:9]=[C:8]2[C:16]([N:55]2[CH2:54][CH2:53][CH:52]([C:50]([N:44]3[CH2:49][CH2:48][CH2:47][CH2:46][CH2:45]3)=[O:51])[CH2:57][CH2:56]2)=[O:17])=[CH:19][CH:20]=1 |f:5.6|. Procedure details: The following was added sequentially to anhydrous DMF (2 mL): 1-(4-fluorobenzyl)-1H-indole-2-carboxylic acid (50 mg, 0.186 mmol), Hunig's Base (0.065 ml, 0.371 mmol), EDC (46.3 mg, 0.241 mmol), HOBT (37.0 mg, 0.241 mmol), and piperidin-1-yl(piperidin-4-yl)methanone (36.4 mg, 0.186 mmol). The solution was allowed to stir at room temperature for 24 h. At this time, a 1:1 solution of diethylether/ethyl acetate (5 mL) was added, and this was washed with aqueous 10% Na2CO3 (3×2 mL). The extract was t... The reactants are CC(=O)[O-], CC(=O)[O-], CCOc1cc(OC2CC(C(=O)OC)N(C(=O)OC(C)(C)C)C2)c2cc(C=CCC(C)(C)CO)c(OC)cc2n1, CCOCC, C=[N+]=[N-], [Pd+2]. Product: CCOc1cc(OC2CC(C(=O)OC)N(C(=O)OC(C)(C)C)C2)c2cc(C3CC3CC(C)(C)CO)c(OC)cc2n1. RXN SMILES: [C:49]([O-:50])(=[O:51])[CH3:52].[C:54]([O-:55])(=[O:56])[CH3:57].[CH2:4]([CH3:5])[O:6][c:7]1[n:8][c:9]2[cH:10][c:11]([O:42][CH3:43])[c:12]([CH:34]=[CH:35][CH2:36][C:37]([CH2:38][OH:39])([CH3:40])[CH3:41])[cH:13][c:14]2[c:15]([O:17][CH:18]2[CH2:19][CH:20]([C:30](=[O:31])[O:32][CH3:33])[N:21]([C:23](=[O:24])[O:25][C:26]([CH3:27])([CH3:28])[CH3:29])[CH2:22]2)[cH:16]1.[CH3:44][CH2:45][O:46][CH2:47][CH3:48].[N+:1](=[N-:2])=[CH2:3].[Pd+2:53]>>[CH2:3]1[CH:34]([c:12]2[c:11]([O:42][CH3:43])[cH:10][c:9]3[n:8][c:7]([O:6][CH2:4][CH3:5])[cH:16][c:15]([O:17][CH:18]4[CH2:19][CH:20]([C:30](=[O:31])[O:32][CH3:33])[N:21]([C:23](=[O:24])[O:25][C:26]([CH3:27])([CH3:28])[CH3:29])[CH2:22]4)[c:14]3[cH:13]2)[CH:35]1[CH2:36][C:37]([CH2:38][OH:39])([CH3:40])[CH3:41]. Reactants: ClC1=C(C=C(C=C1)O)C(F)(F)F (4-chloro-3-(trifluoromethyl)phenol), FC1=CC=C(C=C1)C(C)=O (1-(4-fluorophenyl) ethanone), C(=O)([O-])[O-].[K+].[K+] (K2CO3). Run in CN(C)C=O (DMF), CC(OCC)=O (EA). Reaction conditions: temperature 145 celsius. Product: ClC1=C(C=C(C=C1)OC1=CC=C(C=C1)C(C)=O)C(F)(F)F (1-(4-{[4-chloro-3-(trifluoromethyl)phenyl]oxy}phenyl)ethanone). The yield is 97.4%. Reaction SMILES: [Cl:1][C:2]1[CH:7]=[CH:6][C:5]([OH:8])=[CH:4][C:3]=1[C:9]([F:12])([F:11])[F:10].F[C:14]1[CH:19]=[CH:18][C:17]([C:20](=[O:22])[CH3:21])=[CH:16][CH:15]=1.C([O-])([O-])=O.[K+].[K+]>CN(C=O)C.CC(=O)OCC>[Cl:1][C:2]1[CH:7]=[CH:6][C:5]([O:8][C:14]2[CH:19]=[CH:18][C:17]([C:20](=[O:22])[CH3:21])=[CH:16][CH:15]=2)=[CH:4][C:3]=1[C:9]([F:10])([F:11])[F:12] |f:2.3.4|. Procedure: A mixture of 4-chloro-3-(trifluoromethyl)phenol (2 g, 10.18 mmol), 1-(4-fluorophenyl) ethanone (1.406 g) and K2CO3 (2.3 g, 16.64 mmol) in DMF (18 mL) was heated with a microwave condition at 145° C. for 4 h. The solution was diluted with EA and washed with water twice, dried over Na2SO4 and concentrated in vacuo to afford the title compound (3.12 g, 97% yield) as a brown oil. LCMS: rt=3.83 min, [M+H+]=315 The reactants are NC1CC(CCC1)O (3-amino-cyclohexanol), ClC1=CC=CC=2N1N=C(N2)NC(C2=CN=CC=C2)=O (N-(5-chloro[1,2,4]triazolo[1,5-a]pyridin-2-yl)nicotinamide), CCN(C(C)C)C(C)C (DIEA), C (Charcoal). Solvent: CC(C)(C)O (tBuOH). Run at temperature 200 celsius, time 5 minute. Product: OC1CC(CCC1)NC1=CC=CC=2N1N=C(N2)NC(C2=CN=CC=C2)=O (N-{5-[(3-hydroxycyclohexyl)amino][1,2,4]triazolo[1,5-a]pyridin-2-yl}nicotinamide), powder. Yield: 49.0%. As a reaction SMILES: [NH2:1][CH:2]1[CH2:7][CH2:6][CH2:5][CH:4]([OH:8])[CH2:3]1.Cl[C:10]1[N:15]2[N:16]=[C:17]([NH:19][C:20](=[O:27])[C:21]3[CH:26]=[CH:25][CH:24]=[N:23][CH:22]=3)[N:18]=[C:14]2[CH:13]=[CH:12][CH:11]=1.CCN(C(C)C)C(C)C.C>CC(O)(C)C>[OH:8][CH:4]1[CH2:5][CH2:6][CH2:7][CH:2]([NH:1][C:10]2[N:15]3[N:16]=[C:17]([NH:19][C:20](=[O:27])[C:21]4[CH:26]=[CH:25][CH:24]=[N:23][CH:22]=4)[N:18]=[C:14]3[CH:13]=[CH:12][CH:11]=2)[CH2:3]1. Procedure: 3-amino-cyclohexanol (Betapharma, 67.33 mg; 0.58 mmol; 2.0 eq.) was added to a mixture of N-(5-chloro[1,2,4]triazolo[1,5-a]pyridin-2-yl)nicotinamide ((B4), 80 mg; 0.29 mmol; 1.0 eq.), DIEA (76 mg; 0.58 mmol; 2.0 eq.) and activated Charcoal (8 mg) in tBuOH (0.8 mL). The reaction mixture was heated at 200° C. for 2×30 min under microwave irradiation. After this time, it was filtered on a celite pad and the cake was washed with ACN. The filtrate was directly purified by RP-HPLC (Starting with 15% A...